From a dataset of the Open Reaction Database (ORD), a public repository of structured organic reaction records. describe an organic reaction: reactants, conditions, products, and yield Run at time 6 hour. Procedure details: To a solution of 2.14 g (0.01 mol) of N-ethyl-N-isopropyl-4-aminoaniline hydrochloride and 2.41 g (0.01 mol) of 2-(2,4-diaminophenoxy)ethanol dihydrochloride in 10 ml of water and 10 ml of ethanol, brought to pH 9.5 with 20% aqueous ammonia, are added dropwise 5.7 g of 30% aqueous peroxide hydrogen solution (0.05 mol). After stirring for 6 hours at room temperature, a gum forms. The supernatant is removed and the residual gum is washed with four times of water and then taken up in dichloromethan... Yields the product Cl.NC=1C(C=C(C(C1)=N)OCCO)=NC1=CC=C(C=C1)N(C(C)C)CC (2-{4-amino-3-[4-(ethylisopropylamino)phenylimino]-6-imino-cyclohexan-1,4-dienyloxy}ethanol hydrochloride). Solvent: O (water), C(C)O (ethanol). Isolated yield 13.5%. The reactants are Cl.C(C)N(C1=CC=C(C=C1)N)C(C)C (N-ethyl-N-isopropyl-4-aminoaniline hydrochloride), peroxide hydrogen, Cl.Cl.NC1=C(OCCO)C=CC(=C1)N (2-(2,4-diaminophenoxy)ethanol dihydrochloride), N (ammonia). As a reaction SMILES: [ClH:1].[CH2:2]([N:4]([CH:12]([CH3:14])[CH3:13])[C:5]1[CH:10]=[CH:9][C:8]([NH2:11])=[CH:7][CH:6]=1)[CH3:3].Cl.Cl.[NH2:17][C:18]1[CH:27]=[C:26]([NH2:28])[CH:25]=[CH:24][C:19]=1[O:20][CH2:21][CH2:22][OH:23].N>O.C(O)C>[ClH:1].[NH2:28][C:26]1[C:25](=[N:11][C:8]2[CH:9]=[CH:10][C:5]([N:4]([CH2:2][CH3:3])[CH:12]([CH3:13])[CH3:14])=[CH:6][CH:7]=2)[CH:24]=[C:19]([O:20][CH2:21][CH2:22][OH:23])[C:18](=[NH:17])[CH:27]=1 |f:0.1,2.3.4,8.9|. Reactants: N12CCCCCC2=NCCC1 (1,8-Diazabicyclo[5.4.0]undec-7-ene), ClC=1C=C(C=CC1)CC(/C=C/[C@@H]1N(C(CCC1)=O)CCCCOCC(=O)O)O ((4-{(R)-2-[(E)-4-(3-chlorophenyl)-3-hydroxy-but-1-enyl]-6-oxo -piperidin-1-yl)-butoxy)-acetic acid), CC(=O)C (acetone), IC(C)C (2-iodopropane). Conditions: time 5 minute. The product is C(C)(C)OC(COCCCCN1[C@@H](C(CCC1)=O)\C=C\C(CC1=CC(=CC=C1)Cl)O)=O ((4{-(R)-2-[(E)-4-(3-Chlorophenyl)-3-hydroxy-but-1-enyl]-oxo-piperidin-1-yl}-butoxy)-acetic acid isopropyl ester). Isolated yield 50.0%. RXN SMILES: N12CCCN=C1CC[CH2:4][CH2:3][CH2:2]2.[Cl:12][C:13]1[CH:14]=[C:15]([CH2:19][CH:20]([OH:39])/[CH:21]=[CH:22]/[C@H:23]2[CH2:28][CH2:27][CH2:26][C:25](=O)[N:24]2[CH2:30][CH2:31][CH2:32][CH2:33][O:34][CH2:35][C:36]([OH:38])=[O:37])[CH:16]=[CH:17][CH:18]=1.IC(C)C.CC(C)=[O:46]>>[CH:3]([O:38][C:36](=[O:37])[CH2:35][O:34][CH2:33][CH2:32][CH2:31][CH2:30][N:24]1[CH2:25][CH2:26][CH2:27][C:28](=[O:46])[C@H:23]1/[CH:22]=[CH:21]/[CH:20]([OH:39])[CH2:19][C:15]1[CH:16]=[CH:17][CH:18]=[C:13]([Cl:12])[CH:14]=1)([CH3:4])[CH3:2]. Reported procedure: 1,8-Diazabicyclo[5.4.0]undec-7-ene (DBU, 16 μL, 0.11 mmol) was added to a solution of (4-{(R)-2-[(E)-4-(3-chlorophenyl)-3-hydroxy-but-1-enyl]-6-oxo -piperidin-1-yl)-butoxy)-acetic acid (29 mg, 0.071 mmol) in acetone (0.5 mL). After 5 min, 2-iodopropane (35 μL, 0.35 mmol) was added. After 17 h, the reaction mixture was concentrated in vacuo, EtOAc (15 mL) was added and the resultant mixture was washed with 0.5 M aqueous HCl (5 mL), saturated aqueous NaHCO3 (5 mL) and brine (5 mL). The organic pha... Starting materials: C(=O)(O)C1=CC=C(C=C1)NC(\C=C/C(=O)O)=O (N-(4-carboxyphenyl)maleamic acid), C(C)(=O)OC(C)=O (acetic anhydride), C(C)(=O)[O-].[Na+] (sodium acetate). Reaction conditions: temperature 80 celsius. Yields the product O=C1N(C(C=C1)=O)C1=CC=CC=C1C(=O)O (2,5-dioxo-2H-pyrrol-1(5H)-benzoic acid), solid.15. Isolated yield 33.0%. Reaction SMILES: C([C:4]1[CH:9]=[CH:8][C:7]([NH:10][C:11](=[O:17])/[CH:12]=[CH:13]\[C:14]([OH:16])=O)=[CH:6][CH:5]=1)(O)=O.[C:18]([O:21]C(=O)C)(=[O:20])C.C([O-])(=O)C.[Na+]>>[O:16]=[C:14]1[CH:13]=[CH:12][C:11](=[O:17])[N:10]1[C:7]1[C:6]([C:18]([OH:21])=[O:20])=[CH:5][CH:4]=[CH:9][CH:8]=1 |f:2.3|. Procedure: A mixture of N-(4-carboxyphenyl)maleamic acid (5.0 g, 21.2 mmol), acetic anhydride (4 ml, 42.5 mmol) and sodium acetate (3.48 g, 42.5 mmol) Was heated at 80° C. for 3h. After heating, excess acetic anhydride was removed under reduced pressure and the residue purified by column chromatography using 0-4%. MeOH/DCM as an eluent to give 3k (33%) as a solid.15 mp: 165-168° C.; 1H NMR (400 MHz, DMSO-d6): δ 7.20 (s, 2H), 7.47 (d, J=8.4 Hz, 2H), 8.02 (d, 8.0 Hz, 2H), 12.75 (brs, 1H); HRMS (m/z): [M−H]− ... The reactants are C=CCc1cc(-c2ccc(OC)cc2)c(-c2ccc(OC)cc2)nn1, B1C2CCCC1CCC2, C1CCOC1, O, OO. Product: COc1ccc(-c2cc(CCCO)nnc2-c2ccc(OC)cc2)cc1. As a reaction SMILES: [CH2:1]([CH:2]=[CH2:3])[c:4]1[cH:5][c:6](-[c:18]2[cH:19][cH:20][c:21]([O:24][CH3:25])[cH:22][cH:23]2)[c:7](-[c:10]2[cH:11][cH:12][c:13]([O:16][CH3:17])[cH:14][cH:15]2)[n:8][n:9]1.[CH:26]12[CH2:27][CH2:28][CH2:29][CH:30]([BH:31]1)[CH2:32][CH2:33][CH2:34]2.[O:38]1[CH2:39][CH2:40][CH2:41][CH2:42]1.[OH2:35].[OH:36][OH:37]>>[CH2:1]([CH2:2][CH2:3][OH:35])[c:4]1[cH:5][c:6](-[c:18]2[cH:19][cH:20][c:21]([O:24][CH3:25])[cH:22][cH:23]2)[c:7](-[c:10]2[cH:11][cH:12][c:13]([O:16][CH3:17])[cH:14][cH:15]2)[n:8][n:9]1. Reactants: C[Mg]Br (methylmagnesium bromide), FC(C(=O)C1(CC1)S(=O)(=O)N)(F)F (1-(2,2,2-trifluoroacetyl)cyclopropanesulfonamide), [Cl-].[NH4+] (ammonium chloride). Run in C(C)OCC (diethyl ether), C1CCOC1 (THF). Conditions: time 4 hour. The product is FC(C(C)(O)C1(CC1)S(=O)(=O)N)(F)F (1-(2,2,2-Trifluoro-1-hydroxy-1-methylethyl)cyclopropanesulfonamide). Reaction SMILES: [F:1][C:2]([F:13])([F:12])[C:3]([C:5]1([S:8]([NH2:11])(=[O:10])=[O:9])[CH2:7][CH2:6]1)=[O:4].[CH3:14][Mg]Br.[Cl-].[NH4+]>C1COCC1.C(OCC)C>[F:13][C:2]([F:1])([F:12])[C:3]([C:5]1([S:8]([NH2:11])(=[O:9])=[O:10])[CH2:7][CH2:6]1)([OH:4])[CH3:14] |f:2.3|. Procedure details: Under inert gas, 250 mg of 1-(2,2,2-trifluoroacetyl)cyclopropanesulfonamide were initially charged in 6 ml of THF and then, at a temperature of −78° C., 1.15 ml of a 3.0 N methylmagnesium bromide solution in diethyl ether were added dropwise and the mixture was stirred at constant temperature for 4 hours. The reaction solution was admixed with 5 ml of a saturated aqueous ammonium chloride solution and allowed to come to room temperature while stirring. After adjustment to pH 5 with 2 N aqueous h... The reactants are CC1CCCC(C)N1CCN, COCCOC, [O-][n+]1nc(Cl)nc2cc3c(cc21)CCC3. Product: CC1CCCC(C)N1CCNc1nc2cc3c(cc2[n+]([O-])n1)CCC3. RXN SMILES: [CH3:1][CH:2]1[N:3]([CH2:9][CH2:10][NH2:11])[CH:4]([CH3:8])[CH2:5][CH2:6][CH2:7]1.[CH3:27][O:28][CH2:29][CH2:30][O:31][CH3:32].[Cl:12][c:13]1[n:14][n+:15]([O-:26])[c:16]2[c:17]([n:18]1)[cH:19][c:20]1[c:24]([cH:25]2)[CH2:23][CH2:22][CH2:21]1>>[CH3:1][CH:2]1[N:3]([CH2:9][CH2:10][NH:11][c:13]2[n:14][n+:15]([O-:26])[c:16]3[c:17]([n:18]2)[cH:19][c:20]2[c:24]([cH:25]3)[CH2:23][CH2:22][CH2:21]2)[CH:4]([CH3:8])[CH2:5][CH2:6][CH2:7]1.